This data is from the Open Reaction Database (ORD), a public repository of structured organic reaction records. The task is: describe an organic reaction: reactants, conditions, products, and yield Starting materials: COC1=C(CN(S(=O)(=O)C2=CC3=CC=CC(=C3C=C2)B2OC(C(O2)(C)C)(C)C)C2=NC=NS2)C=CC(=C1)OC (N-(2,4-dimethoxybenzyl)-5-(4,4,5,5-tetramethyl-1,3,2-dioxaborolan-2-yl)-N-(1,2,4-thiadiazol-5-yl)naphthalene-2 sulfonamide), COC1=C(CNC2=NC=NS2)C=CC(=C1)OC (N-(2,4-dimethoxybenzyl)-1,2,4-thiadiazol-5-amine), COC1=C(CNC=2SC=CN2)C=CC(=C1)OC (N-(2,4-dimethoxybenzyl)thiazol-2-amine). Yields the product Intermediate II, COC1=C(CN(S(=O)(=O)C2=CC3=CC=CC(=C3C=C2)B2OC(C(O2)(C)C)(C)C)C=2SC=CN2)C=CC(=C1)OC (N-(2,4-dimethoxybenzyl)-5-(4,4,5,5-tetramethyl-1,3,2-dioxaborolan-2-yl)-N-(thiazol-2-yl)naphthalene-2-sulfonamide). Reaction SMILES: [CH3:1][O:2][C:3]1[CH:37]=[C:36]([O:38][CH3:39])[CH:35]=[CH:34][C:4]=1[CH2:5][N:6]([C:29]1[S:33]N=[CH:31][N:30]=1)[S:7]([C:10]1[CH:19]=[CH:18][C:17]2[C:12](=[CH:13][CH:14]=[CH:15][C:16]=2[B:20]2[O:24][C:23]([CH3:26])([CH3:25])[C:22]([CH3:28])([CH3:27])[O:21]2)[CH:11]=1)(=[O:9])=[O:8].[CH3:40]OC1C=C(OC)C=CC=1CNC1SC=CN=1.COC1C=C(OC)C=CC=1CNC1SN=CN=1>>[CH3:1][O:2][C:3]1[CH:37]=[C:36]([O:38][CH3:39])[CH:35]=[CH:34][C:4]=1[CH2:5][N:6]([C:29]1[S:33][CH:40]=[CH:31][N:30]=1)[S:7]([C:10]1[CH:19]=[CH:18][C:17]2[C:12](=[CH:13][CH:14]=[CH:15][C:16]=2[B:20]2[O:21][C:22]([CH3:27])([CH3:28])[C:23]([CH3:26])([CH3:25])[O:24]2)[CH:11]=1)(=[O:8])=[O:9]. Procedure details: Intermediate II was synthesized in a similar manner to Intermediate E, using N-(2,4-dimethoxybenzyl)thiazol-2-amine instead of N-(2,4-dimethoxybenzyl)-1,2,4-thiadiazol-5-amine (Intermediate A) in Step 3, to yield N-(2,4-dimethoxybenzyl)-5-(4,4,5,5-tetramethyl-1,3,2-dioxaborolan-2-yl)-N-(thiazol-2-yl)naphthalene-2-sulfonamide as a white solid. m/z (ESI) 567.3 (M+H)+. Reported procedure: 4-(Ethoxycarbonyl)phenylzinc iodide in tetrahydrofuran (0.5M, 2 mL, 1 mmol) was added to a solution of 2-bromopyridine (0.16 g, 1 mmol) and tetrakis(triphenylphosphine)palladium(0) (63 mg, 0.05 mmol) in tetrahydrofuran (5 mL) and stirred at RT for 3 h. The reaction was quenched with saturated ammonium chloride and extracted three times with ethyl acetate. The combined organic phase was dried (MgSO4), concentrated in vacuo, and the residue chromatographed (silica gel, 10% ethyl acetate/hexane) to... The solvent is O1CCCC1 (tetrahydrofuran), O1CCCC1 (tetrahydrofuran). Reagents/catalysts: C=1C=CC(=CC1)[P](C=2C=CC=CC2)(C=3C=CC=CC3)[Pd]([P](C=4C=CC=CC4)(C=5C=CC=CC5)C=6C=CC=CC6)([P](C=7C=CC=CC7)(C=8C=CC=CC8)C=9C=CC=CC9)[P](C=1C=CC=CC1)(C=1C=CC=CC1)C=1C=CC=CC1 (tetrakis(triphenylphosphine)palladium(0)). Reaction conditions: time 3 hour. RXN SMILES: [I-].[CH2:2]([O:4][C:5]([C:7]1[CH:12]=[CH:11][C:10]([Zn+])=[CH:9][CH:8]=1)=[O:6])[CH3:3].Br[C:15]1[CH:20]=[CH:19][CH:18]=[CH:17][N:16]=1>O1CCCC1.C1C=CC([P]([Pd]([P](C2C=CC=CC=2)(C2C=CC=CC=2)C2C=CC=CC=2)([P](C2C=CC=CC=2)(C2C=CC=CC=2)C2C=CC=CC=2)[P](C2C=CC=CC=2)(C2C=CC=CC=2)C2C=CC=CC=2)(C2C=CC=CC=2)C2C=CC=CC=2)=CC=1>[N:16]1[CH:17]=[CH:18][CH:19]=[CH:20][C:15]=1[C:10]1[CH:11]=[CH:12][C:7]([C:5]([O:4][CH2:2][CH3:3])=[O:6])=[CH:8][CH:9]=1 |f:0.1,^1:29,31,50,69|. Yields the product N1=C(C=CC=C1)C1=CC=C(C(=O)OCC)C=C1 (ethyl 4-(2-pyridinyl)benzoate). Starting materials: [I-].C(C)OC(=O)C1=CC=C(C=C1)[Zn+] (4-(Ethoxycarbonyl)phenylzinc iodide), BrC1=NC=CC=C1 (2-bromopyridine). Starting materials: C(OCC)([O-])=O.[Na+] (sodium ethyl carbonate), ClC(=O)OCC (ethyl chloroformate), [O-]CC.[Na+] (sodium ethoxide), C(OCC)([O-])=O.[Na+] (sodium ethyl carbonate), C(=O)=O (carbon dioxide), halocarbonate, C(OCC)([O-])=O.[Na+] (sodium ethyl carbonate), [Na] (sodium), halocarbonate, C([O-])(=O)OC(=O)[O-] (pyrocarbonate), C([O-])([O-])=O (carbonate), pyrocarbonates, alkali metal, ethyl chlorocarbonate (ethyl chloroformate). The solvent is C1(=CC=CC=C1)C (toluene), C(C)O (ethyl alcohol). The product is C(OCC)(=O)OC(=O)OCC (diethyl pyrocarbonate), [Cl-].[Na+] (sodium chloride). As a reaction SMILES: [C:1](=[O:6])([O-:5])[O:2][CH2:3][CH3:4].[Na+:7].C(=O)([O-])[O-].C(OC([O-])=O)(=O)[O-].[O-]CC.[Na+].[Na].C(=O)=O.[Cl:27][C:28]([O:30][CH2:31][CH3:32])=[O:29]>C1(C)C=CC=CC=1.C(O)C>[C:1]([O:5][C:28]([O:30][CH2:31][CH3:32])=[O:29])(=[O:6])[O:2][CH2:3][CH3:4].[Cl-:27].[Na+:7] |f:0.1,4.5,12.13,^1:22|. Reported procedure: The organic pyrocarbonates may be prepared by reacting alkali metal organic carbonate, e.g., sodium ethyl carbonate, with organic halocarbonate, e.g., ethyl chlorocarbonate (ethyl chloroformate). The organo groups of the organic carbonate and halocarbonate are chosen to correspond to the organo groups desired for the pyrocarbonate. For example, sodium ethoxide, which can be prepared by dissolving sodium metal in a toluene solution of ethyl alcohol, is carbonated with carbon dioxide to prepare so... The reactants are FC(C1=CC=C(C=N1)C=CC(=O)OC(C)(C)C)(F)F (tert-butyl 3-[6-(trifluoromethyl)pyridin-3-yl]prop-2-enoate). The reagents and catalysts are [Pd] (palladium on carbon). The solvent is CO (methanol). Product: FC(C1=CC=C(C=N1)CCC(=O)OC(C)(C)C)(F)F (tert-butyl 3-[6-(trifluoromethyl)pyridin-3-yl]propanoate). RXN SMILES: [F:1][C:2]([F:19])([F:18])[C:3]1[N:8]=[CH:7][C:6]([CH:9]=[CH:10][C:11]([O:13][C:14]([CH3:17])([CH3:16])[CH3:15])=[O:12])=[CH:5][CH:4]=1>CO.[Pd]>[F:18][C:2]([F:1])([F:19])[C:3]1[N:8]=[CH:7][C:6]([CH2:9][CH2:10][C:11]([O:13][C:14]([CH3:15])([CH3:17])[CH3:16])=[O:12])=[CH:5][CH:4]=1. Reported procedure: The product of Step C (2.2 g, 8.1 mmol) in 40 mL methanol and 5% palladium on carbon (0.25 g) was stirred under hydrogen atmosphere (balloon) for 1 h. The reaction mixture was filtered through filter aid and the solvent removed under vacuum to afford the product as a solid, MS: m/z 276 (MH+).